From a dataset of the Open Reaction Database (ORD), a public repository of structured organic reaction records. describe an organic reaction: reactants, conditions, products, and yield Reactants: C(C)(=O)OCC=1CS[C@H]2N(C1C(=O)[O-])C(C2NC(COC2=CC=CC=C2)=O)=O.[Na+] (sodium 3-acetoxymethyl-7-phenoxyacetamido-3-cephem-4-carboxylate), O.O.[Br-].[Ca+2].[Br-] (calcium bromide dihydrate). The solvent is CO (methanol). Conditions: temperature 70 celsius, time 50 minute. The product is COCC=1CS[C@H]2N(C1C(=O)O)C(C2NC(COC2=CC=CC=C2)=O)=O (3-methoxymethyl-7-phenoxyacetamido-3-cephem-4-carboxylic acid). The yield is 87.7%. Reaction SMILES: [C:1]([O:4][CH2:5][C:6]1[CH2:7][S:8][C@@H:9]2[CH:16]([NH:17][C:18](=[O:27])[CH2:19][O:20][C:21]3[CH:26]=[CH:25][CH:24]=[CH:23][CH:22]=3)[C:15](=[O:28])[N:10]2[C:11]=1[C:12]([O-:14])=[O:13])(=O)C.[Na+].O.O.[Br-].[Ca+2].[Br-]>CO>[CH3:1][O:4][CH2:5][C:6]1[CH2:7][S:8][C@@H:9]2[CH:16]([NH:17][C:18](=[O:27])[CH2:19][O:20][C:21]3[CH:22]=[CH:23][CH:24]=[CH:25][CH:26]=3)[C:15](=[O:28])[N:10]2[C:11]=1[C:12]([OH:14])=[O:13] |f:0.1,2.3.4.5.6|. Procedure: 2 g of sodium 3-acetoxymethyl-7-phenoxyacetamido-3-cephem-4-carboxylate were dissolved in 20 ml of 50% v/v aqueous methanol, and 20 g of calcium bromide dihydrate were added to the resulting solution. The mixture was then stirred at 70° C. for 50 minutes, after which it was treated as described in Example 2, to give 1.55 g of 3-methoxymethyl-7-phenoxyacetamido-3-cephem-4-carboxylic acid, in the form of a yellow solid. Starting materials: COC(=O)COc1cccc2c1c(C(=O)C(N)=O)c(C)n2Cc1ccccc1, CCOC(C)=O, CO, [Na+], [OH-]. Yields the product Cc1c(C(=O)C(N)=O)c2c(OCC(=O)O)cccc2n1Cc1ccccc1. Reaction SMILES: [CH3:1][O:2][C:3]([CH2:4][O:5][c:6]1[c:7]2[c:8]([C:23]([C:24](=[O:25])[NH2:26])=[O:27])[c:9]([CH3:22])[n:10]([CH2:15][c:16]3[cH:17][cH:18][cH:19][cH:20][cH:21]3)[c:11]2[cH:12][cH:13][cH:14]1)=[O:28].[CH3:31][CH2:32][O:33][C:34]([CH3:35])=[O:36].[CH3:37][OH:38].[Na+:30].[OH-:29]>>[O:2]=[C:3]([CH2:4][O:5][c:6]1[c:7]2[c:8]([C:23]([C:24](=[O:25])[NH2:26])=[O:27])[c:9]([CH3:22])[n:10]([CH2:15][c:16]3[cH:17][cH:18][cH:19][cH:20][cH:21]3)[c:11]2[cH:12][cH:13][cH:14]1)[OH:28]. Reactants: C(C)(C)(C)OC(=O)N1CCC=2C(=NNC2CC1)C1=CC=C(C=C1)Cl (3-(4-chloro-phenyl)-4,5,7,8-tetrahydro-1H-1,2,6-triaza-azulene-6-carboxylic acid tert-butyl ester), C(C1=CC=CC=C1)OC=1C=C(CCl)C=CC1OCC1=CC=CC=C1 (3,4-bis(benzyloxy)benzyl chloride), C(C)(C)(C)OC(=O)N1CCC2=C(N(N=C2CC1)CC1=CC(=C(C=C1)OCC1=CC=CC=C1)OCC1=CC=CC=C1)C1=CC=C(C=C1)Cl (2-(3,4-bis-benzyloxy-benzyl)-3-(4-chloro-phenyl)-4,5,7,8-tetrahydro-2H-1,2,6-triaza-azulene-6-carboxylic acid tert-butyl ester). Product: C(C1=CC=CC=C1)OC=1C=C(CN2N=C(C=3CCNCCC23)C2=CC=C(C=C2)Cl)C=CC1OCC1=CC=CC=C1 (1-(3,4-Bis-benzyloxy-benzyl)-3-(4-chloro-phenyl)-1,4,5,6,7,8-hexahydro-1,2,6-triaza-azulene). Isolated yield 20.0%. As a reaction SMILES: C(OC([N:8]1[CH2:17][CH2:16][C:15]2[NH:14][N:13]=[C:12]([C:18]3[CH:23]=[CH:22][C:21]([Cl:24])=[CH:20][CH:19]=3)[C:11]=2[CH2:10][CH2:9]1)=O)(C)(C)C.[CH2:25]([O:32][C:33]1[CH:34]=[C:35]([CH:38]=[CH:39][C:40]=1[O:41][CH2:42][C:43]1[CH:48]=[CH:47][CH:46]=[CH:45][CH:44]=1)[CH2:36]Cl)[C:26]1[CH:31]=[CH:30][CH:29]=[CH:28][CH:27]=1.C(OC(N1CCC2C(=C(C3C=CC(Cl)=CC=3)N(CC3C=CC(OCC4C=CC=CC=4)=C(OCC4C=CC=CC=4)C=3)N=2)CC1)=O)(C)(C)C>>[CH2:25]([O:32][C:33]1[CH:34]=[C:35]([CH:38]=[CH:39][C:40]=1[O:41][CH2:42][C:43]1[CH:48]=[CH:47][CH:46]=[CH:45][CH:44]=1)[CH2:36][N:14]1[C:15]2[CH2:16][CH2:17][NH:8][CH2:9][CH2:10][C:11]=2[C:12]([C:18]2[CH:19]=[CH:20][C:21]([Cl:24])=[CH:22][CH:23]=2)=[N:13]1)[C:26]1[CH:27]=[CH:28][CH:29]=[CH:30][CH:31]=1. Procedure: The title compound (22 mg) was prepared from 3-(4-chloro-phenyl)-4,5,7,8-tetrahydro-1H-1,2,6-triaza-azulene-6-carboxylic acid tert-butyl ester (Example 103, Step B; 0.2 mmol) using 3,4-bis(benzyloxy)benzyl chloride (0.3 mmol) in place of 2-chloromethyl-thiophene. The reaction sequence also provided 2-(3,4-bis-benzyloxy-benzyl)-3-(4-chloro-phenyl)-4,5,7,8-tetrahydro-2H-1,2,6-triaza-azulene-6-carboxylic acid tert-butyl ester in the alkylation step. MS (ESI): exact mass calculated for C34H32ClN3O2,... Reactants: NCC1=CC=C(C(=O)O)C=C1 (4-(aminomethyl)benzoic acid), CO (MeOH), CS(=O)(=O)Cl (methanesulfonyl chloride), ice H2O, O=S(Cl)Cl (SOCl2). Conditions: time 8 hour. The product is CS(=O)(=O)NCC1=CC=C(C(=O)OC)C=C1 (Methyl 4-[(methanesulfonamido)methyl]benzoate), solid. Yield: 74.0%. Reaction SMILES: [NH2:1][CH2:2][C:3]1[CH:11]=[CH:10][C:6]([C:7]([OH:9])=[O:8])=[CH:5][CH:4]=1.O=S(Cl)Cl.[CH3:16][S:17](Cl)(=[O:19])=[O:18].[CH3:21]O>>[CH3:16][S:17]([NH:1][CH2:2][C:3]1[CH:4]=[CH:5][C:6]([C:7]([O:9][CH3:21])=[O:8])=[CH:10][CH:11]=1)(=[O:19])=[O:18]. Reported procedure: To a suspension of 4-(aminomethyl)benzoic acid (10 g, 66 mmol) in MeOH (100 mL) at 0° C. was added SOCl2 (5.3 mL, 73 mmol) dropwise. The ice bath was removed and the reaction stirred at rt overnight. After heating the reaction at reflux for 4 h, the solvent was evaporated. The residue was suspended in CH2Cl2 (100 mL) at 0° C. and triethylamine (25 mL) was added, followed by the dropwise addition of methanesulfonyl chloride (7.75 mL, 100 mmol). The reaction was stirred at rt for 1 h, poured into ...